Dataset: the Open Reaction Database (ORD), a public repository of structured organic reaction records. Task: describe an organic reaction: reactants, conditions, products, and yield Reactants: [Br-], C[Mg+], Cl, C1CCOC1, COc1cc(COc2nn(-c3ccccc3)cc2C=CC(=O)N(C)OC)ccc1OCc1nc(-c2ccco2)oc1C. Product: COc1cc(COc2nn(-c3ccccc3)cc2C=CC(C)=O)ccc1OCc1nc(-c2ccco2)oc1C. As a reaction SMILES: [Br-:43].[CH3:44][Mg+:45].[ClH:46].[O:47]1[CH2:48][CH2:49][CH2:50][CH2:51]1.[o:1]1[c:2](-[c:6]2[o:7][c:8]([CH3:42])[c:9]([CH2:11][O:12][c:13]3[c:14]([O:40][CH3:41])[cH:15][c:16]([CH2:17][O:18][c:19]4[n:20][n:21](-[c:32]5[cH:33][cH:34][cH:35][cH:36][cH:37]5)[cH:22][c:23]4[CH:24]=[CH:25][C:26](=[O:27])[N:28]([O:29][CH3:30])[CH3:31])[cH:38][cH:39]3)[n:10]2)[cH:3][cH:4][cH:5]1>>[o:1]1[c:2](-[c:6]2[o:7][c:8]([CH3:42])[c:9]([CH2:11][O:12][c:13]3[c:14]([O:40][CH3:41])[cH:15][c:16]([CH2:17][O:18][c:19]4[n:20][n:21](-[c:32]5[cH:33][cH:34][cH:35][cH:36][cH:37]5)[cH:22][c:23]4[CH:24]=[CH:25][C:26](=[O:27])[CH3:44])[cH:38][cH:39]3)[n:10]2)[cH:3][cH:4][cH:5]1. Starting materials: [Li]CCCC, Cn1ccnn1, C[Sn](C)(C)Cl, C1CCOC1. The product is Cn1nncc1[Sn](C)(C)C. Reaction SMILES: [CH2:7]([Li:8])[CH2:9][CH2:10][CH3:11].[CH3:1][n:2]1[n:3][n:4][cH:5][cH:6]1.[Cl:12][Sn:13]([CH3:14])([CH3:15])[CH3:16].[O:17]1[CH2:18][CH2:19][CH2:20][CH2:21]1>>[CH3:1][n:2]1[n:3][n:4][cH:5][c:6]1[Sn:13]([CH3:14])([CH3:15])[CH3:16]. The reactants are COCCOC, COc1ccc2c(c1CC=O)OC(C)(C)CC2=O, CC(=O)O, COC(=O)c1ccc2ccn(C3CCNCC3)c2c1, C1CCOC1. Product: COC(=O)c1ccc2ccn(C3CCN(CCc4c(OC)ccc5c4OC(C)(C)CC5=O)CC3)c2c1. As a reaction SMILES: [CH3:1][O:2][CH2:3][CH2:4][O:5][CH3:6].[CH3:31][O:32][c:33]1[cH:34][cH:35][c:36]2[c:41]([c:42]1[CH2:43][CH:44]=[O:45])[O:40][C:39]([CH3:46])([CH3:47])[CH2:38][C:37]2=[O:48].[CH3:49][C:50](=[O:51])[OH:52].[NH:12]1[CH2:13][CH2:14][CH:15]([n:18]2[cH:19][cH:20][c:21]3[cH:22][cH:23][c:24]([C:27](=[O:28])[O:29][CH3:30])[cH:25][c:26]23)[CH2:16][CH2:17]1.[O:7]1[CH2:8][CH2:9][CH2:10][CH2:11]1>>[N:12]1([CH2:44][CH2:43][c:42]2[c:33]([O:32][CH3:31])[cH:34][cH:35][c:36]3[c:41]2[O:40][C:39]([CH3:46])([CH3:47])[CH2:38][C:37]3=[O:48])[CH2:13][CH2:14][CH:15]([n:18]2[cH:19][cH:20][c:21]3[cH:22][cH:23][c:24]([C:27](=[O:28])[O:29][CH3:30])[cH:25][c:26]23)[CH2:16][CH2:17]1. Reactants: COC(=O)C=1N=C(C2=CC=CC(=C2C1O)OC1=CC=CC=C1)Br (1-Bromo-4-hydroxy-5-phenoxy-isoquinoline-3-carboxylic acid methyl ester), C(#N)[Cu] (CuCN). Yields the product COC(=O)C=1N=C(C2=CC=CC(=C2C1O)OC1=CC=CC=C1)C#N (1-Cyano-4-hydroxy-5-phenoxy-isoquinoline-3-carboxylic acid methyl ester). Reaction SMILES: [CH3:1][O:2][C:3]([C:5]1[N:6]=[C:7](Br)[C:8]2[C:13]([C:14]=1[OH:15])=[C:12]([O:16][C:17]1[CH:22]=[CH:21][CH:20]=[CH:19][CH:18]=1)[CH:11]=[CH:10][CH:9]=2)=[O:4].[C:24]([Cu])#[N:25]>>[CH3:1][O:2][C:3]([C:5]1[N:6]=[C:7]([C:24]#[N:25])[C:8]2[C:13]([C:14]=1[OH:15])=[C:12]([O:16][C:17]1[CH:22]=[CH:21][CH:20]=[CH:19][CH:18]=1)[CH:11]=[CH:10][CH:9]=2)=[O:4]. Procedure: The title compound was synthesized from 1-Bromo-4-hydroxy-5-phenoxy-isoquinoline-3-carboxylic acid methyl ester and CuCN in analogy to example 3a; MS-(+)-ion: M+1=320.8. Starting materials: CCOC(=O)CNC, CCN=C=NCCCN(C)C, CN(C)c1ccncc1, ClCCl, Cl, Cl, O=C(O)C#Cc1ccccc1F. Yields the product CCOC(=O)CN(C)C(=O)C#Cc1ccccc1F. Reaction SMILES: [CH2:2]([CH3:3])[O:4][C:5]([CH2:6][NH:7][CH3:8])=[O:9].[CH3:22][CH2:23][N:24]=[C:25]=[N:26][CH2:27][CH2:28][CH2:29][N:30]([CH3:31])[CH3:32].[CH3:34][N:35]([c:36]1[cH:37][cH:38][n:39][cH:40][cH:41]1)[CH3:42].[Cl:43][CH2:44][Cl:45].[ClH:1].[ClH:33].[F:10][c:11]1[c:12]([C:17]#[C:18][C:19](=[O:20])[OH:21])[cH:13][cH:14][cH:15][cH:16]1>>[CH2:2]([CH3:3])[O:4][C:5]([CH2:6][N:7]([CH3:8])[C:19]([C:18]#[C:17][c:12]1[c:11]([F:10])[cH:16][cH:15][cH:14][cH:13]1)=[O:21])=[O:9]. The product is ClC1=CC=C(C=C1)C1=CCNC=2N1N=CC2C#N (7-(4-Chlorophenyl)-4,5-dihydropyrazolo[1,5-a]pyrimidine-3-carbonitrile). Reactants: ClC1=CC=C(C=C1)C1=CC=NC=2N1N=CC2C#N (7-(4-chlorophenyl)pyrazolo[1,5-a]pyrimidine-3-carbonitrile), C(#N)[BH3-].[Na+] (sodium cyanoborohydride). Reported procedure: To a stirred mixture of 46.8 g of 7-(4-chlorophenyl)pyrazolo[1,5-a]pyrimidine-3-carbonitrile in 1.2 liters of glacial acetic acid under nitrogen and heated on a steam bath was added portionwise 30.0 g of sodium cyanoborohydride, heating and stirring was continued until all the solid was dissolved. The heat was removed and stirring was continued. A solid mass formed and was collected by filtration. The solid was washed with water, then with aqueous ammonia, followed by water again. The solid was ... Yield: 61.7%. The solvent is C(C)(=O)O (acetic acid). As a reaction SMILES: [Cl:1][C:2]1[CH:7]=[CH:6][C:5]([C:8]2[N:13]3[N:14]=[CH:15][C:16]([C:17]#[N:18])=[C:12]3[N:11]=[CH:10][CH:9]=2)=[CH:4][CH:3]=1.C([BH3-])#N.[Na+]>C(O)(=O)C>[Cl:1][C:2]1[CH:7]=[CH:6][C:5]([C:8]2[N:13]3[N:14]=[CH:15][C:16]([C:17]#[N:18])=[C:12]3[NH:11][CH2:10][CH:9]=2)=[CH:4][CH:3]=1 |f:1.2|.